This data is from the Open Reaction Database (ORD), a public repository of structured organic reaction records. The task is: describe an organic reaction: reactants, conditions, products, and yield The reactants are C([O-])([O-])=O.[Na+].[Na+] (sodium carbonate), BrC1=C(N=C(S1)C(=O)OCC)C1=CC(=CC=C1)C#N (Ethyl 5-bromo-4-(3-cyanophenyl)-1,3-thiazole-2-carboxylate), ClC=1C=C(C=C(C1)F)B(O)O ((3-chloro-5-fluorophenyl)boronic acid). The reagents and catalysts are C=1C=CC(=CC1)[P](C=2C=CC=CC2)(C=3C=CC=CC3)[Pd]([P](C=4C=CC=CC4)(C=5C=CC=CC5)C=6C=CC=CC6)([P](C=7C=CC=CC7)(C=8C=CC=CC8)C=9C=CC=CC9)[P](C=1C=CC=CC1)(C=1C=CC=CC1)C=1C=CC=CC1 (tetrakis(triphenylphosphine)palladium). Run in COCCOC (DME). Conditions: temperature 80 celsius, time 8 hour. Product: ClC=1C=C(C=C(C1)F)C1=C(N=C(S1)C(=O)O)C1=CC(=CC=C1)C#N (5-(3-Chloro-5-fluorophenyl)-4-(3-cyanophenyl)-1,3-thiazole-2-carboxylic acid). As a reaction SMILES: C(=O)([O-])[O-].[Na+].[Na+].Br[C:8]1[S:12][C:11]([C:13]([O:15]CC)=[O:14])=[N:10][C:9]=1[C:18]1[CH:23]=[CH:22][CH:21]=[C:20]([C:24]#[N:25])[CH:19]=1.[Cl:26][C:27]1[CH:28]=[C:29](B(O)O)[CH:30]=[C:31]([F:33])[CH:32]=1>COCCOC.C1C=CC([P]([Pd]([P](C2C=CC=CC=2)(C2C=CC=CC=2)C2C=CC=CC=2)([P](C2C=CC=CC=2)(C2C=CC=CC=2)C2C=CC=CC=2)[P](C2C=CC=CC=2)(C2C=CC=CC=2)C2C=CC=CC=2)(C2C=CC=CC=2)C2C=CC=CC=2)=CC=1>[Cl:26][C:27]1[CH:28]=[C:29]([C:8]2[S:12][C:11]([C:13]([OH:15])=[O:14])=[N:10][C:9]=2[C:18]2[CH:23]=[CH:22][CH:21]=[C:20]([C:24]#[N:25])[CH:19]=2)[CH:30]=[C:31]([F:33])[CH:32]=1 |f:0.1.2,^1:46,48,67,86|. Reported procedure: At room temperature, 2.2 ml of an aqueous 2M sodium carbonate solution and 30.8 mg (0.027 mmol) of tetrakis(triphenylphosphine)palladium are added to 300 mg (0.890 mmol) of the compound from Example 35A and 233 mg (1.34 mmol) of (3-chloro-5-fluorophenyl)boronic acid in 12 ml of DME, and the mixture is subsequently stirred at 80° C. overnight. The crude product is filtered through a short kieselguhr column and the filtrate is concentrated under reduced pressure. The residue is purified by prepara... Reactants: O=C(Cl)c1cccc(Cl)c1, CCN1C(=O)C(C)(C)c2cc3[nH]c(-c4n[nH]cc4N)nc3cc21. Yields the product CCN1C(=O)C(C)(C)c2cc3[nH]c(-c4n[nH]cc4NC(=O)c4cccc(Cl)c4)nc3cc21. Reaction SMILES: [Cl:24][c:25]1[cH:26][c:27]([C:28](=[O:29])[Cl:30])[cH:31][cH:32][cH:33]1.[NH2:1][c:2]1[c:3](-[c:7]2[n:8][c:9]3[c:10]([cH:11][c:12]4[c:16]([cH:17]3)[N:15]([CH2:18][CH3:19])[C:14](=[O:20])[C:13]4([CH3:21])[CH3:22])[nH:23]2)[n:4][nH:5][cH:6]1>>[NH:1]([c:2]1[c:3](-[c:7]2[n:8][c:9]3[c:10]([cH:11][c:12]4[c:16]([cH:17]3)[N:15]([CH2:18][CH3:19])[C:14](=[O:20])[C:13]4([CH3:21])[CH3:22])[nH:23]2)[n:4][nH:5][cH:6]1)[C:28]([c:27]1[cH:26][c:25]([Cl:24])[cH:33][cH:32][cH:31]1)=[O:29]. The reactants are Fc1ccc(-c2ccc3ncnc(Cl)c3n2)cc1, [H-], [Na+], C1COCCO1, Oc1ccccc1. Yields the product Fc1ccc(-c2ccc3ncnc(Oc4ccccc4)c3n2)cc1. RXN SMILES: [Cl:10][c:11]1[c:12]2[c:13]([n:14][cH:15][n:16]1)[cH:17][cH:18][c:19](-[c:21]1[cH:22][cH:23][c:24]([F:27])[cH:25][cH:26]1)[n:20]2.[H-:8].[Na+:9].[O:28]1[CH2:29][CH2:30][O:31][CH2:32][CH2:33]1.[OH:1][c:2]1[cH:3][cH:4][cH:5][cH:6][cH:7]1>>[O:1]([c:2]1[cH:3][cH:4][cH:5][cH:6][cH:7]1)[c:11]1[c:12]2[c:13]([n:14][cH:15][n:16]1)[cH:17][cH:18][c:19](-[c:21]1[cH:22][cH:23][c:24]([F:27])[cH:25][cH:26]1)[n:20]2. Reaction SMILES: [CH2:3]([c:4]1[cH:5][cH:6][cH:7][cH:8][cH:9]1)[P:10](=[O:11])([O:12][CH2:13][CH3:14])[O:15][CH2:16][CH3:17].[CH3:18][c:19]1[s:20][cH:21][c:22]([CH:24]=[O:25])[n:23]1.[CH3:26][O:27][CH2:28][CH2:29][O:30][CH3:31].[CH3:32][CH2:33][O:34][C:35](=[O:36])[CH3:37].[H-:1].[Na+:2]>>[CH:3]([c:4]1[cH:5][cH:6][cH:7][cH:8][cH:9]1)=[CH:24][c:22]1[cH:21][s:20][c:19]([CH3:18])[n:23]1. Reactants: CCOP(=O)(Cc1ccccc1)OCC, Cc1nc(C=O)cs1, COCCOC, CCOC(C)=O, [H-], [Na+]. Yields the product Cc1nc(C=Cc2ccccc2)cs1. Starting materials: CC1(CCCC(N1[O])(C)C)C (TEMPO), CC(=O)O[Na] (CH3CO2Na), FC(CO)(C(OC(C(C(OC(F)(F)F)(F)F)(F)F)(F)F)F)F (2,2,3-trifluoro-3-(1,1,2,2,3,3-hexafluoro-3-trifluoromethoxy-propoxy)-propan-1-ol). The reagents and catalysts are O.O.O.O.[N+](=O)([O-])[O-].[Mn+2].[N+](=O)([O-])[O-] (manganese nitrate tetrahydrate), O.O.O.O.O.O.[N+](=O)([O-])[O-].[Co+2].[N+](=O)([O-])[O-] (cobalt nitrate hexahydrate). The solvent is C(C)(=O)O (acetic acid). Product: FC(C(=O)O)(C(OC(C(C(OC(F)(F)F)(F)F)(F)F)(F)F)F)F (2,2,3-Trifluoro-3-(1,1,2,2,3,3-hexafluoro-3-trifluoromethoxy-propoxy)-propionic acid). Yield: 70.6%. Reaction SMILES: CC1(C)N([O])C(C)(C)CCC1.CC(O[Na])=[O:14].[F:17][C:18]([F:38])([CH:21]([F:37])[O:22][C:23]([F:36])([F:35])[C:24]([F:34])([F:33])[C:25]([F:32])([F:31])[O:26][C:27]([F:30])([F:29])[F:28])[CH2:19][OH:20]>O.O.O.O.[N+]([O-])([O-])=O.[Mn+2].[N+]([O-])([O-])=O.O.O.O.O.O.O.[N+]([O-])([O-])=O.[Co+2].[N+]([O-])([O-])=O.C(O)(=O)C>[F:17][C:18]([F:38])([CH:21]([F:37])[O:22][C:23]([F:36])([F:35])[C:24]([F:33])([F:34])[C:25]([F:31])([F:32])[O:26][C:27]([F:28])([F:29])[F:30])[C:19]([OH:14])=[O:20] |f:3.4.5.6.7.8.9,10.11.12.13.14.15.16.17.18,^1:4|. Procedure: 50 mL of acetic acid, 0.137 g of manganese nitrate tetrahydrate, 0.159 g of cobalt nitrate hexahydrate, TEMPO (0.42 g), CH3CO2Na (2.24 g) and 10 g of 2,2,3-trifluoro-3-(1,1,2,2,3,3-hexafluoro-3-trifluoromethoxy-propoxy)-propan-1-ol were placed in a reaction vessel as described in example 17 except that a 100 mL vessel instead of a 200 mL vessel was used. The reaction was carried out and worked up as described in example 9. Distillation gave 7.29 g of acid (1.6 mmHg, 58° C.). Yield: 70%.